Dataset: the Open Reaction Database (ORD), a public repository of structured organic reaction records. Task: describe an organic reaction: reactants, conditions, products, and yield The reactants are C(C)(=O)OC=1C(C(=O)O)=CC=CC1 (acetyl salicylic acid), CS(=O)(=O)C=1C=CC(=CC1)C2=C(C(=O)OC2)C=3C=CC=CC3 (rofecoxib), CC1=C(C=2C=C(C=CC2N1C(=O)C=3C=CC(=CC3)Cl)OC)CC(=O)O (indomethacin), CC=1C=CC(=CC1)C2=CC(=NN2C=3C=CC(=CC3)S(=O)(=O)N)C(F)(F)F (Celebrex), CC1=CC=C(C=C1)C1=CC(=NN1C1=CC=C(C=C1)S(=O)(=O)N)C(F)(F)F (4-[5-(4-methylphenyl)-3-(trifluoromethyl)-1H-pyrazol-1-yl]-benzenesulfonamide), CC=1C=CC=C(C1C)NC=2C=CC=CC2C(=O)O (mefenamic acid), OC(=O)C(C)C1=CC=C(CC(C)C)C=C1 (ibuprofen), CC=1C=CC(=CC1)C2=CC(=NN2C=3C=CC(=CC3)S(=O)(=O)N)C(F)(F)F (celecoxib). Yields the product CC\1=C(C=2C=C(C=CC2/C1=C\C=3C=CC(=CC3)[S+](C)[O-])F)CC(=O)O (sulindac). Reaction SMILES: C(O[C:5]1[C:6](=[CH:10][CH:11]=[CH:12][CH:13]=1)[C:7](O)=O)(=O)C.CC1C=CC=C(NC2C=CC=C[C:28]=2[C:29]([OH:31])=[O:30])C=1C.OC(C([C:37]1[CH:46]=[CH:45][C:40]([CH2:41][CH:42]([CH3:44])[CH3:43])=[CH:39][CH:38]=1)C)=O.CC1N(C(C2C=CC(Cl)=CC=2)=O)C2C=CC(OC)=CC=2C=1CC(O)=O.[CH3:72][S:73](C1C=CC(C2COC(=O)C=2C2C=CC=CC=2)=CC=1)(=[O:75])=O.CC1C=CC(C2N(C3C=CC(S(N)(=O)=O)=CC=3)N=C(C(F)(F)[F:117])C=2)=CC=1>>[CH3:44][C:42]1=[C:43]([CH2:28][C:29]([OH:31])=[O:30])[C:39]2[CH:38]=[C:37]([F:117])[CH:46]=[CH:45][C:40]=2/[C:41]/1=[CH:7]\[C:6]1[CH:10]=[CH:11][C:12]([S+:73]([O-:75])[CH3:72])=[CH:13][CH:5]=1. Procedure details: acetyl salicylic acid (ortho-acetoxybenzoic acid), mefenamic acid (2-[(2,3-Dimethylphenyl)amino]benzoic acid); ibuprofen (α-methyl-4-(2-methylpropyl)-benzeneacetic acid); indomethacin (1-(p-chlorobenzoyl)-5-methoxy-2-methyl-indole-3-acetic acid); and rofecoxib (4-[4-(methylsulfonyl)phenyl]-3-phenyl- 2(5H)-furanone, for example, Vioxx®, sold by Merck) and celecoxib (4-[5-(4-methylphenyl)-3-(trifluoromethyl)-1H-pyrazol-1-yl]-benzenesulfonamide, for example, Celebrex® sold by Pfizer. As a reaction SMILES: [CH:1](=[CH2:2])[CH:3]1[CH2:4][CH2:5][CH:6]([CH2:9][OH:10])[CH2:7][CH2:8]1.[Cl:22][CH2:23][Cl:24].[O:11]=[Cr:12]([Cl:13])([O-:14])=[O:15].[nH+:16]1[cH:17][cH:18][cH:19][cH:20][cH:21]1>>[CH:1](=[CH2:2])[CH:3]1[CH2:4][CH2:5][CH:6]([CH:9]=[O:10])[CH2:7][CH2:8]1. Product: C=CC1CCC(C=O)CC1. Reactants: C=CC1CCC(CO)CC1, ClCCl, O=[Cr](=O)([O-])Cl, c1cc[nH+]cc1. The reactants are C(CCC)OC=CC(C(C(F)(F)F)(F)F)=O (1-butoxy-4,4,5,5,5-pentafluoropent-1-en-3-one), C(CC(=O)N)(=O)N (malonamide), [Na] (sodium). Solvent: C(C)O (ethanol). The product is O=C1NC(=CC=C1C(=O)N)C(C(F)(F)F)(F)F (2-Oxo-6-(pentafluoroethyl)-1,2-dihydropyridine-3-carboxamide). Reaction SMILES: [Na].C(O[CH:7]=[CH:8][C:9](=O)[C:10]([F:16])([F:15])[C:11]([F:14])([F:13])[F:12])CCC.[C:18]([NH2:24])(=[O:23])[CH2:19][C:20]([NH2:22])=[O:21]>C(O)C>[O:21]=[C:20]1[C:19]([C:18]([NH2:24])=[O:23])=[CH:7][CH:8]=[C:9]([C:10]([F:15])([F:16])[C:11]([F:12])([F:13])[F:14])[NH:22]1 |^1:0|. Procedure details: 0.22 g (9.7 mmol) of sodium was dissolved in 50 ml of ethanol, 2 g (8.1 mmol) of 1-butoxy-4,4,5,5,5-pentafluoropent-1-en-3-one and 0.86 g (8.1 mmol) malonamide were added and the mixture was heated under reflux for 7 h. The mixture was concentrated, and 1N hydrochloric acid was added. The resulting precipitate was filtered off with suction and dried. This gave 1.9 g (94% of theory) of a yellow powder. The reactants are C(C)C(CC)C=1C=2N(N=C(C1)C)C(=C(N2)C)I (8-(1-ethyl-propyl)-3-iodo-2,6-dimethyl-imidazo[1,2-b]pyridazine), C(C)C(CC)C=1C=2N(N=C(C1)C)C=C(N2)C (8-(1-ethyl-propyl)-2,6-dimethyl-imidazo[1,2-b]pyridazine). Product: C(C)C(CC)C=1C=2N(N=C(C1)C)C(=C(N2)C)C2=C(N=C1N2N=C(C=C1C(CC)CC)C)C (8-(1-ethyl-propyl)-2,6-dimethyl-3-{2,6-dimethyl-8-(1-ethylpropyl)-imidazo[1,2-b]pyridazin-3-yl}imidazo[1,2-b]pyridazine). Isolated yield 44.8%. RXN SMILES: [CH2:1]([CH:3]([C:6]1[C:7]2[N:8]([C:13](I)=[C:14]([CH3:16])[N:15]=2)[N:9]=[C:10]([CH3:12])[CH:11]=1)[CH2:4][CH3:5])[CH3:2].[CH2:18]([CH:20]([C:23]1[C:24]2[N:25]([CH:30]=[C:31]([CH3:33])[N:32]=2)[N:26]=[C:27]([CH3:29])[CH:28]=1)[CH2:21][CH3:22])[CH3:19]>>[CH2:1]([CH:3]([C:6]1[C:7]2[N:8]([C:13]([C:30]3[N:25]4[N:26]=[C:27]([CH3:29])[CH:28]=[C:23]([CH:20]([CH2:18][CH3:19])[CH2:21][CH3:22])[C:24]4=[N:32][C:31]=3[CH3:33])=[C:14]([CH3:16])[N:15]=2)[N:9]=[C:10]([CH3:12])[CH:11]=1)[CH2:4][CH3:5])[CH3:2]. Procedure: Using a procedure analogous to Example 16B, 8-(1-ethyl-propyl)-3-iodo-2,6-dimethyl-imidazo[1,2-b]pyridazine (0.10 g, 0.29 mmol) and 8-(1-ethyl-propyl)-2,6-dimethyl-imidazo[1,2-b]pyridazine (0.064 g, 0.29 mmol) give the title compound (0.054 g, 0.13 mmol, 43%). 1H NMR (CDCl3): δ 0.91 (t, J=7.5 Hz, 6H), 0.92 (t, J=7.0 Hz, 6H), 1.80-1.93 (m, 8H), 2.43 (s, 6H), 2.47 (s, 6H), 3.36-3.44 (m, 2H), 6.68 (s, 2H). ES-MS (m/z): calcd for C26H36N6 (M+H)+: 433.6. found: 433.3.